From a dataset of the Open Reaction Database (ORD), a public repository of structured organic reaction records. describe an organic reaction: reactants, conditions, products, and yield The reactants are N1=C2C(=CC=C1)C(CC2)N (6,7-dihydro-5H-cyclopenta[b]pyridin-5-amine), C(C)C/1CC=2C(=NC=CC2)\C1=N/O ((7Z)-6-ethyl-5,6-dihydro-7H-cyclopenta[b]pyridin-7-one oxime). The product is C(C)C1CC=2C(=NC=CC2)C1N (6-ethyl-6,7-dihydro-5H-cyclopenta[b]pyridin-7-amine). As a reaction SMILES: N1C=CC=C2C(N)CCC=12.[CH2:11]([CH:13]1[CH2:14][C:15]2[C:16](/[C:21]/1=[N:22]\O)=[N:17][CH:18]=[CH:19][CH:20]=2)[CH3:12]>>[CH2:11]([CH:13]1[CH:21]([NH2:22])[C:16]2=[N:17][CH:18]=[CH:19][CH:20]=[C:15]2[CH2:14]1)[CH3:12]. Reported procedure: Following the procedure for the preparation of 6,7-dihydro-5H-cyclopenta[b]pyridin-5-amine but substituting (7Z)-6-ethyl-5,6-dihydro-7H-cyclopenta[b]pyridin-7-one oxime and making non-critical variations provided the title compound as a oil: 1H NMR (400 MHz, CDCl3) δ) 8.40, 7.51, 7.10, 4.30, 3.95, 3.07, 2.95, 2.74, 2.50, 2.38, 2.03-1.93, 1.75, 1.57, 1.40, 1.09-0.97; HRMS (FAB) calcd for C10H14N2+H 163.1235, found 163.1229. Reactants: CCCCBr, O=C([O-])[O-], CC(C)=O, N#Cc1ccc(O)cc1F, [K+], [K+]. The product is CCCCOc1ccc(C#N)c(F)c1. As a reaction SMILES: [Br:1][CH2:2][CH2:3][CH2:4][CH3:5].[C:16](=[O:17])([O-:18])[O-:19].[CH3:22][C:23](=[O:24])[CH3:25].[F:6][c:7]1[c:8]([C:9]#[N:10])[cH:11][cH:12][c:13]([OH:15])[cH:14]1.[K+:20].[K+:21]>>[CH2:2]([CH2:3][CH2:4][CH3:5])[O:15][c:13]1[cH:12][cH:11][c:8]([C:9]#[N:10])[c:7]([F:6])[cH:14]1. RXN SMILES: F[C:2](F)(F)[C:3]1[CH:4]=[C:5]([C@H:13]([C@@H:15]2[CH2:20][CH2:19][CH2:18][C@@H:17]([C:21]3[CH:26]=[C:25]([C:27]([F:30])([F:29])[F:28])[CH:24]=[CH:23][C:22]=3[Br:31])[NH:16]2)[OH:14])[CH:6]=[C:7]([C:9]([F:12])([F:11])[F:10])[CH:8]=1.CCN(C(C)C)C(C)C.[C:43](Cl)(Cl)=[O:44]>C(Cl)Cl>[Br:31][C:22]1[CH:23]=[CH:24][C:25]([C:27]([F:28])([F:29])[F:30])=[CH:26][C:21]=1[C@H:17]1[N:16]2[C:43](=[O:44])[O:14][C@H:13]([C:5]3[CH:6]=[C:7]([C:9]([F:10])([F:11])[F:12])[CH:8]=[C:3]([CH3:2])[CH:4]=3)[C@@H:15]2[CH2:20][CH2:19][CH2:18]1. Procedure: To (R)-[3,5-bis(trifluoromethyl)phenyl]{(2S,6S)-6-[2-bromo-5-(trifluoromethyl)phenyl]piperidin-2-yl}methanol (280 mg, 0.509 mmol) in DCM (5 mL) was added DIPEA (0.9 mL, 0.509 mmol) and phosgene (252 mg, 0.509 mmol). The reaction mixture was stirred at room temperature for 30 minutes before the solvent was removed and the reaction was diluted with ethyl acetate (15 mL) and aqueous KOH (15 mL). The organic was dried over sodium sulfate, filtered, and concentrated before purification by preparative... Isolated yield 68.2%. Run in C(Cl)Cl (DCM). The product is BrC1=C(C=C(C=C1)C(F)(F)F)[C@@H]1CCC[C@@H]2N1C(O[C@@H]2C2=CC(=CC(=C2)C(F)(F)F)C)=O ((1R,5S,8aS)-5-[2-bromo-5-(trifluoromethyl)phenyl]-1-[3-methyl-5-(trifluoromethyl)phenyl]hexahydro[1,3]oxazolo[3,4-a]pyridin-3-one). Reactants: FC(C=1C=C(C=C(C1)C(F)(F)F)[C@@H](O)[C@H]1N[C@@H](CCC1)C1=C(C=CC(=C1)C(F)(F)F)Br)(F)F ((R)-[3,5-bis(trifluoromethyl)phenyl]{(2S,6S)-6-[2-bromo-5-(trifluoromethyl)phenyl]piperidin-2-yl}methanol), CCN(C(C)C)C(C)C (DIPEA), C(=O)(Cl)Cl (phosgene). Reaction conditions: time 30 minute. Reactants: CC(C)(OC(=O)N[C@@H](CC1=CNC2=CC=CC=C12)C=1N(C=C(N1)C1=CC=CC=C1)CC(C1=CC=CC=C1)=O)C (2-[1(S)-{(1,1-dimethylethoxy)carbonylamino}-2-(3-indolyl)ethyl]-1-(benzoylmethyl)-4-phenyl-1H-imidazole). Solvent: C(=O)(C(F)(F)F)O (TFA), C(Cl)Cl (DCM). Conditions: temperature 20 celsius, time 3 hour. Yields the product N1CNC2=C1N=CC=N2 (dihydro-imidazo-pyrazine). The yield is 95.0%. RXN SMILES: CC(C)(OC(N[C@H]([C:19]1[N:20](CC(=O)C2C=CC=CC=2)[CH:21]=[C:22](C2C=CC=CC=2)[N:23]=1)CC1C2C(=CC=CC=2)NC=1)=O)C>C(O)(C(F)(F)F)=O.C(Cl)Cl>[NH:20]1[C:21]2[N:20]=[CH:21][CH:22]=[N:23][C:22]=2[NH:23][CH2:19]1. Procedure details: A solution of 2-[1(S)-{(1,1-dimethylethoxy)carbonylamino}-2-(3-indolyl)ethyl]-1-(benzoylmethyl)-4-phenyl-1H-imidazole (prepared as described previously) (100 mg) in a mixture of 10% TFA in DCM (1.3 mL) was stirred for about 3 hours at about 20° C. and concentrated under reduced pressure to yield the expected dihydro-imidazo-pyrazine (yield=95%). LC/MS: calculated MW: 402.19, m/z=403.2 (M+H). The reactants are [BH4-], CCO, O=Cc1ccc(OC(F)F)c(OCC2CC2)c1, [Na+], [Na+], [OH-]. Product: OCc1ccc(OC(F)F)c(OCC2CC2)c1. RXN SMILES: [BH4-:18].[CH3:22][CH2:23][OH:24].[CH:1]1([CH2:4][O:5][c:6]2[cH:7][c:8]([CH:9]=[O:10])[cH:11][cH:12][c:13]2[O:14][CH:15]([F:16])[F:17])[CH2:2][CH2:3]1.[Na+:19].[Na+:21].[OH-:20]>>[CH:1]1([CH2:4][O:5][c:6]2[cH:7][c:8]([CH2:9][OH:10])[cH:11][cH:12][c:13]2[O:14][CH:15]([F:16])[F:17])[CH2:2][CH2:3]1. Starting materials: CI, CN(C)C=O, C=CC(=O)NCc1ccc(-n2nc(C(F)(F)F)c3c2CCCC3)cc1, [H-], [Na+]. The product is C=CC(=O)N(C)Cc1ccc(-n2nc(C(F)(F)F)c3c2CCCC3)cc1. RXN SMILES: [CH3:28][I:29].[CH3:30][N:31]([CH3:32])[CH:33]=[O:34].[F:1][C:2]([c:3]1[n:4][n:5](-[c:12]2[cH:13][cH:14][c:15]([CH2:18][NH:19][C:20]([CH:21]=[CH2:22])=[O:23])[cH:16][cH:17]2)[c:6]2[c:11]1[CH2:10][CH2:9][CH2:8][CH2:7]2)([F:24])[F:25].[H-:26].[Na+:27]>>[F:1][C:2]([c:3]1[n:4][n:5](-[c:12]2[cH:13][cH:14][c:15]([CH2:18][N:19]([C:20]([CH:21]=[CH2:22])=[O:23])[CH3:28])[cH:16][cH:17]2)[c:6]2[c:11]1[CH2:10][CH2:9][CH2:8][CH2:7]2)([F:24])[F:25].